From a dataset of the Open Reaction Database (ORD), a public repository of structured organic reaction records. describe an organic reaction: reactants, conditions, products, and yield Reactants: COC(CC=1C=C2C=CC(=NC2=CC1)Cl)=O ((2-Chloro-quinolin-6-yl)-acetic acid methyl ester), NN (hydrazine). Solvent: CO (methanol). The product is ClC1=NC2=CC=C(C=C2C=C1)CC(=O)NN ((2-chloro-quinolin-6-yl)-acetic acid hydrazide). RXN SMILES: C[O:2][C:3](=O)[CH2:4][C:5]1[CH:6]=[C:7]2[C:12](=[CH:13][CH:14]=1)[N:11]=[C:10]([Cl:15])[CH:9]=[CH:8]2.[NH2:17][NH2:18]>CO>[Cl:15][C:10]1[CH:9]=[CH:8][C:7]2[C:12](=[CH:13][CH:14]=[C:5]([CH2:4][C:3]([NH:17][NH2:18])=[O:2])[CH:6]=2)[N:11]=1. Procedure details: (2-Chloro-quinolin-6-yl)-acetic acid methyl ester (0.160 g, 0.679 mmol), hydrazine (0.218 g, 6.79 mmol) and methanol (3 mL) were stirred at room temperature. The reaction was evaporated to give (2-chloro-quinolin-6-yl)-acetic acid hydrazide. This compound was not purified and was used directly in the next step. 1H NMR (400 MHz, DMSO-d6) δ 9.39 (m, 1H), 8.43 (d, 1H, J=9.2 Hz), 7.91 (m, 2H), 7.75 (m, 1H), 7.58 (m, 1H), 4.30 (bs, 2H), 3.57 (s, 2H). Starting materials: COc1ccc(CC(=O)O)cc1, CCOC(C)=O, CC(C)(C)CNc1nc(Cl)ncc1CN, CN(C)C=O. Product: COc1ccc(CC(=O)NCc2cnc(Cl)nc2NCC(C)(C)C)cc1. As a reaction SMILES: [CH3:21][O:22][c:23]1[cH:24][cH:25][c:26]([CH2:29][C:30](=[O:31])[OH:32])[cH:27][cH:28]1.[CH3:33][CH2:34][O:35][C:36](=[O:37])[CH3:38].[NH2:1][CH2:2][c:3]1[c:4]([NH:10][CH2:11][C:12]([CH3:13])([CH3:14])[CH3:15])[n:5][c:6]([Cl:9])[n:7][cH:8]1.[O:16]=[CH:17][N:18]([CH3:19])[CH3:20]>>[NH:1]([CH2:2][c:3]1[c:4]([NH:10][CH2:11][C:12]([CH3:13])([CH3:14])[CH3:15])[n:5][c:6]([Cl:9])[n:7][cH:8]1)[C:30]([CH2:29][c:26]1[cH:25][cH:24][c:23]([O:22][CH3:21])[cH:28][cH:27]1)=[O:31]. The reactants are C(=O)NC1=NC(=NS1)C(C(S(=O)C)SC)=O (5-formamido-3-(2-methylthio-2-methylsulfinylacetyl)-1,2,4-thiadiazole), I(=O)(=O)(=O)[O-].[Na+] (sodium periodate). Solvent: C(C)(=O)O (acetic acid). Reaction conditions: temperature 70 celsius, time 45 minute. The product is C(=O)NC1=NC(=NS1)C(C(=O)SC)=O (S-methyl (5-formamido-1,2,4-thiadiazol-3-yl)thioglyoxylate). Isolated yield 129.5%. Reaction SMILES: [CH:1]([NH:3][C:4]1[S:8][N:7]=[C:6]([C:9](=[O:16])[CH:10](SC)[S:11]([CH3:13])=O)[N:5]=1)=[O:2].I([O-])(=O)(=O)=[O:18].[Na+]>C(O)(=O)C>[CH:1]([NH:3][C:4]1[S:8][N:7]=[C:6]([C:9](=[O:16])[C:10]([S:11][CH3:13])=[O:18])[N:5]=1)=[O:2] |f:1.2|. Procedure details: A mixture of 5-formamido-3-(2-methylthio-2-methylsulfinylacetyl)-1,2,4-thiadiazole (0.85 g) and sodium periodate (0.2 g) in glacial acetic acid (10 ml) was stirred for 45 minutes at 70° C. The reaction mixture was evaporated and the residue was dissolved in a mixture of ethyl acetate and water. The mixture was adjusted to pH 7 with an aqueous solution of sodium bicarbonate and treated with an aqueous solution of sodium thiosulfate. The organic layer was separated, dried over anhydrous magnesium ... Starting materials: [Cl-].[NH4+] (ammonium chloride), C(C)OP(OCC)(=O)CO (hydroxymethyl phosphonic acid diethylester), ClC\C=C/CCl (Z-1,4-dichloro-2-butene), [H-].[Na+] (sodium hydride). The reagents and catalysts are [I-].C(CCC)[N+](CCCC)(CCCC)CCCC (tetra-n-butylammonium iodide). Run in O1CCCC1 (tetrahydrofuran). Yields the product C(C)OP(OCC)(=O)COC\C=C/CCl (Z-(4-Chloro-2-butenyloxy)methyl phosphonic acid diethylester). Reaction SMILES: [CH2:1]([O:3][P:4]([CH2:9][OH:10])(=[O:8])[O:5][CH2:6][CH3:7])[CH3:2].[Cl:11][CH2:12]/[CH:13]=[CH:14]\[CH2:15]Cl.[H-].[Na+].[Cl-].[NH4+]>[I-].C([N+](CCCC)(CCCC)CCCC)CCC.O1CCCC1>[CH2:1]([O:3][P:4]([CH2:9][O:10][CH2:15]/[CH:14]=[CH:13]\[CH2:12][Cl:11])(=[O:8])[O:5][CH2:6][CH3:7])[CH3:2] |f:2.3,4.5,6.7|. Procedure details: To a mixture of hydroxymethyl phosphonic acid diethylester (1.68 g, 10 mmol), Z-1,4-dichloro-2-butene (1.9 g, 15 mmol) and tetra-n-butylammonium iodide (0.36 g, 1 mmol) in anhydrous tetrahydrofuran (15 ml), sodium hydride (0.48 g, 12 mmol, 60% in oil) is added at 0° C. The resulting mixture is stirred overnight at 20° C., hydrolyzed with a saturated solution of ammonium chloride and extracted with diethylether. The title product is obtained by flash chromatography on silica gel (1.2 g, 45%). RXN SMILES: [Cl:16][CH2:17][CH2:18][Br:19].[O:1]=[c:2]1[nH:3][c:4](=[O:15])[n:5]2[n:6]1[CH2:7][CH2:8][CH2:9][CH:10]2[C:11](=[O:12])[O:13][CH3:14]>>[O:1]=[c:2]1[n:3]([CH2:18][CH2:17][Cl:16])[c:4](=[O:15])[n:5]2[n:6]1[CH2:7][CH2:8][CH2:9][CH:10]2[C:11](=[O:12])[O:13][CH3:14]. Yields the product COC(=O)C1CCCn2c(=O)n(CCCl)c(=O)n21. The reactants are ClCCBr, COC(=O)C1CCCn2c(=O)[nH]c(=O)n21. Reactants: N=1C=2C=CC=CC2C=CC1C, O=C(O)CC=1C=CC=CC1. Solvent: O, O=S(C)C. The reagents and catalysts are O=S(=O)(O)OOS(=O)(=O)O.N. Yields the product N=1C=2C=CC=CC2C(=CC1C)CC=3C=CC=CC3. Conditions: temperature 40 celsius, time 16 hour. Yield: 28.0%. Starting materials: Cc1occc1C=CC(=O)O, O=S(Cl)Cl. Product: Cc1occc1C=CC(=O)Cl. RXN SMILES: [CH3:1][c:2]1[o:3][cH:4][cH:5][c:6]1[CH:7]=[CH:8][C:9](=[O:10])[OH:11].[S:12]([Cl:13])([Cl:14])=[O:15]>>[CH3:1][c:2]1[o:3][cH:4][cH:5][c:6]1[CH:7]=[CH:8][C:9](=[O:11])[Cl:14]. Starting materials: C(CCCCCCCCCCCCCCC)SCC(CNS(=O)(=O)CCCI)OC (1-hexadecylthio-3-(3-iodopropylsulfonylamino)-2-methoxypropane), S1C=NC=C1 (thiazole). Product: [I-].C(CCCCCCCCCCCCCCC)SCC(CNS(=O)(=O)CCCC=1SC=C[NH+]1)OC (1-hexadecylthio-2-methoxy-3-(3-thiazoliopropylsulfonylamino)propane iodide). Yield: 56.0%. As a reaction SMILES: [CH2:1]([S:17][CH2:18][CH:19]([O:29][CH3:30])[CH2:20][NH:21][S:22]([CH2:25][CH2:26][CH2:27][I:28])(=[O:24])=[O:23])[CH2:2][CH2:3][CH2:4][CH2:5][CH2:6][CH2:7][CH2:8][CH2:9][CH2:10][CH2:11][CH2:12][CH2:13][CH2:14][CH2:15][CH3:16].[S:31]1[CH:35]=[CH:34][N:33]=[CH:32]1>>[I-:28].[CH2:1]([S:17][CH2:18][CH:19]([O:29][CH3:30])[CH2:20][NH:21][S:22]([CH2:25][CH2:26][CH2:27][C:32]1[S:31][CH:35]=[CH:34][NH+:33]=1)(=[O:24])=[O:23])[CH2:2][CH2:3][CH2:4][CH2:5][CH2:6][CH2:7][CH2:8][CH2:9][CH2:10][CH2:11][CH2:12][CH2:13][CH2:14][CH2:15][CH3:16] |f:2.3|. Procedure: A solution of 600 mg (1.04 mM) of 1-hexadecylthio-3-(3-iodopropylsulfonylamino)-2-methoxypropane IIa2 in 5 ml of thiazole is stirred at 60° C. for 6 hours. After thiazole is evaporated, the residue is washed with ether and recrystallized from acetone to give 387 mg (0.584 mM) of 1-hexadecylthio-2-methoxy-3-(3-thiazoliopropylsulfonylamino)propane iodide Ia9 in 56% yield.